The task is: describe an organic reaction: reactants, conditions, products, and yield. This data is from the Open Reaction Database (ORD), a public repository of structured organic reaction records. The reactants are CN(C)C=O, ClCC#CCCl, [H-], O=[N+]([O-])c1cc[nH]n1, [Na+]. The product is O=[N+]([O-])c1ccn(CC#CCCl)n1. As a reaction SMILES: [CH3:17][N:18]([CH3:19])[CH:20]=[O:21].[Cl:11][CH2:12][C:13]#[C:14][CH2:15][Cl:16].[H-:9].[N+:1](=[O:2])([O-:3])[c:4]1[n:5][nH:6][cH:7][cH:8]1.[Na+:10]>>[N+:1](=[O:2])([O-:3])[c:4]1[n:5][n:6]([CH2:15][C:14]#[C:13][CH2:12][Cl:11])[cH:7][cH:8]1.